From a dataset of the Open Reaction Database (ORD), a public repository of structured organic reaction records. describe an organic reaction: reactants, conditions, products, and yield Starting materials: OC1OCCN(Cc2ccccc2)C1c1ccccc1, C1CCOC1, CCCC[N+](CCCC)(CCCC)CCCC, FC(F)(F)c1cc(CBr)cc(C(F)(F)F)c1, [H-], [I-], [Na+], [Na+], O=C([O-])O. Product: FC(F)(F)c1cc(COC2OCCN(Cc3ccccc3)C2c2ccccc2)cc(C(F)(F)F)c1. RXN SMILES: [CH2:3]([c:4]1[cH:5][cH:6][cH:7][cH:8][cH:9]1)[N:10]1[CH:11]([c:17]2[cH:18][cH:19][cH:20][cH:21][cH:22]2)[CH:12]([OH:16])[O:13][CH2:14][CH2:15]1.[CH2:44]1[O:45][CH2:46][CH2:47][CH2:48]1.[CH2:50]([N+:51]([CH2:52][CH2:53][CH2:54][CH3:55])([CH2:56][CH2:57][CH2:58][CH3:59])[CH2:60][CH2:61][CH2:62][CH3:63])[CH2:64][CH2:65][CH3:66].[F:23][C:24]([c:25]1[cH:26][c:27]([CH2:28][Br:29])[cH:30][c:31]([C:33]([F:34])([F:35])[F:36])[cH:32]1)([F:37])[F:38].[H-:2].[I-:49].[Na+:1].[Na+:43].[O-:39][C:40]([OH:41])=[O:42]>>[CH2:3]([c:4]1[cH:5][cH:6][cH:7][cH:8][cH:9]1)[N:10]1[CH:11]([c:17]2[cH:18][cH:19][cH:20][cH:21][cH:22]2)[CH:12]([O:16][CH2:28][c:27]2[cH:26][c:25]([C:24]([F:23])([F:37])[F:38])[cH:32][c:31]([C:33]([F:34])([F:35])[F:36])[cH:30]2)[O:13][CH2:14][CH2:15]1. Reactants: NCC1CN(CCO1)CC1=CC=CC=C1 (2-aminomethyl-4-benzylmorpholine), C(C)(=O)OC1=C(C(=O)O)C=C(C(=C1)NC(C)=O)Cl (2-acetoxy-4-acetylamino-5-chlorobenzoic acid), Cl.C(C)N=C=NCCCN(C)C (1-ethyl-3-(3-dimethylaminopropyl)carbodiimide hydrochloride). The solvent is ClCCl (dichloromethane). Run at temperature 25 celsius, time 4 hour. Yields the product monohydrate, NC1=CC(=C(C(=O)NCC2CN(CCO2)CC2=CC=CC=C2)C=C1Cl)O (4-amino-N-[(4-benzyl-2-morpholinyl)methyl]-5-chloro-2-hydroxybenzamide). Yield: 54.2%. As a reaction SMILES: [NH2:1][CH2:2][CH:3]1[O:8][CH2:7][CH2:6][N:5]([CH2:9][C:10]2[CH:15]=[CH:14][CH:13]=[CH:12][CH:11]=2)[CH2:4]1.C([O:19][C:20]1[CH:28]=[C:27]([NH:29]C(=O)C)[C:26]([Cl:33])=[CH:25][C:21]=1[C:22](O)=[O:23])(=O)C.Cl.C(N=C=NCCCN(C)C)C>ClCCl>[NH2:29][C:27]1[C:26]([Cl:33])=[CH:25][C:21]([C:22]([NH:1][CH2:2][CH:3]2[O:8][CH2:7][CH2:6][N:5]([CH2:9][C:10]3[CH:15]=[CH:14][CH:13]=[CH:12][CH:11]=3)[CH2:4]2)=[O:23])=[C:20]([OH:19])[CH:28]=1 |f:2.3|. Procedure: To a mixture of 2-aminomethyl-4-benzylmorpholine (3.1 g), 2-acetoxy-4-acetylamino-5-chlorobenzoic acid (4.0 g), and dichloromethane (40 ml) is added 1-ethyl-3-(3-dimethylaminopropyl)carbodiimide hydrochloride (2.9 g), and the mixture is stirred at 25° C. for 4 hours. The reaction mixture is washed successively with water and saturated aqueous sodium chloride solution, dried over magnesium sulfate, and evaporated under reduced pressure. The residue is dissolved in ethanol (80 ml), and 10% hydroch... Starting materials: CN(N=C(C)C)C (acetone N,N-dimethylhydrazone), [Li+].CCC[CH2-] (N-butyllithium), ClC=1C(=NC=C(C1)C(F)(F)F)OC1=CC=C(OC(C=O)C)C=C1 (2-[4-(3-chloro-5-trifluoromethyl-2-pyridyloxy)phenoxy]propanal), C(C)(=O)O (acetic acid). Run in C1CCOC1 (THF), C1CCOC1 (THF). Reaction conditions: time 30 minute. Product: CN(N=C(C)CC(C(C)OC1=CC=C(C=C1)OC1=NC=C(C=C1Cl)C(F)(F)F)O)C (4-hydroxy-5-[4-(3-chloro-5-trifluoromethyl-2-pyridyloxy)phenoxy]-2-hexanone N,N-dimethylhydrazone). Reaction SMILES: [CH3:1][N:2]([CH3:7])[N:3]=[C:4]([CH3:6])[CH3:5].[Li+].CCC[CH2-].[Cl:13][C:14]1[C:15]([O:24][C:25]2[CH:35]=[CH:34][C:28]([O:29][CH:30]([CH3:33])[CH:31]=[O:32])=[CH:27][CH:26]=2)=[N:16][CH:17]=[C:18]([C:20]([F:23])([F:22])[F:21])[CH:19]=1.C(O)(=O)C>C1COCC1>[CH3:1][N:2]([CH3:7])[N:3]=[C:4]([CH2:6][CH:31]([OH:32])[CH:30]([O:29][C:28]1[CH:27]=[CH:26][C:25]([O:24][C:15]2[C:14]([Cl:13])=[CH:19][C:18]([C:20]([F:21])([F:22])[F:23])=[CH:17][N:16]=2)=[CH:35][CH:34]=1)[CH3:33])[CH3:5] |f:1.2|. Procedure: To a solution of acetone N,N-dimethylhydrazone (0.48 g, 4.8 mmol) in 5 ml of THF is added N-butyllithium (4.8 mmol) at -65°, and the mixture is stirred for about 30 minutes. 2-[4-(3-chloro-5-trifluoromethyl-2-pyridyloxy)phenoxy]propanal (1.50 g, 4.8 mmol) in 5 ml of THF is added dropwise. After several hours at -65°, the reaction mixture is allowed to warm to 0° and is poured onto ice made slightly acidic with 10% acetic acid. The organic phase is separated, washed with water and with NaCl and d... Starting materials: C([O-])(O)=O.[Na+] (sodium bicarbonate), C(C)(=O)OCC (ethyl acetate), FC(C=1C=C(CN(C2=NC=C(C=N2)N2CCOCC2)CC2=C(C=CC(=C2)C(F)(F)F)N(C(N[C@H](C(=O)OC)COC(C)(C)C)=O)CC)C=C(C1)C(F)(F)F)(F)F (Methyl (S)-2-[3-(2-{[(3,5-bis-trifluoromethyl-benzyl)-(5-morpholin-4-yl-pyrimidin-2-yl)-amino]-methyl}-4-trifluoromethyl-phenyl)-3-ethyl-ureido]-3-tert-butoxy-propionate). Run in Cl (hydrochloric acid), O1CCOCC1 (dioxane). Conditions: time 8 hour. The product is FC(C=1C=C(CN(C2=NC=C(C=N2)N2CCOCC2)CC2=C(C=CC(=C2)C(F)(F)F)N(C(N[C@H](C(=O)OC)CO)=O)CC)C=C(C1)C(F)(F)F)(F)F (methyl (S)-2-[3-(2-{[(3,5-bis-trifluoromethyl-benzyl)-(5-morpholin-4-yl-pyrimidin-2-yl)-amino]-methyl}-4-trifluoromethyl-phenyl)-3-ethyl-ureido]-3-hydroxy-propionate). The yield is 67.3%. RXN SMILES: [F:1][C:2]([F:56])([F:55])[C:3]1[CH:4]=[C:5]([CH:48]=[C:49]([C:51]([F:54])([F:53])[F:52])[CH:50]=1)[CH2:6][N:7]([CH2:20][C:21]1[CH:26]=[C:25]([C:27]([F:30])([F:29])[F:28])[CH:24]=[CH:23][C:22]=1[N:31]([CH2:46][CH3:47])[C:32](=[O:45])[NH:33][C@@H:34]([CH2:39][O:40]C(C)(C)C)[C:35]([O:37][CH3:38])=[O:36])[C:8]1[N:13]=[CH:12][C:11]([N:14]2[CH2:19][CH2:18][O:17][CH2:16][CH2:15]2)=[CH:10][N:9]=1.C(=O)(O)[O-].[Na+].C(OCC)(=O)C>Cl.O1CCOCC1>[F:54][C:51]([F:52])([F:53])[C:49]1[CH:48]=[C:5]([CH:4]=[C:3]([C:2]([F:55])([F:1])[F:56])[CH:50]=1)[CH2:6][N:7]([CH2:20][C:21]1[CH:26]=[C:25]([C:27]([F:28])([F:29])[F:30])[CH:24]=[CH:23][C:22]=1[N:31]([CH2:46][CH3:47])[C:32](=[O:45])[NH:33][C@@H:34]([CH2:39][OH:40])[C:35]([O:37][CH3:38])=[O:36])[C:8]1[N:13]=[CH:12][C:11]([N:14]2[CH2:19][CH2:18][O:17][CH2:16][CH2:15]2)=[CH:10][N:9]=1 |f:1.2|. Procedure details: Methyl (S)-2-[3-(2-{[(3,5-bis-trifluoromethyl-benzyl)-(5-morpholin-4-yl-pyrimidin-2-yl)-amino]-methyl}-4-trifluoromethyl-phenyl)-3-ethyl-ureido]-3-tert-butoxy-propionate (455 mg) is dissolved in a 4N-hydrochloric acid in dioxane (5 ml), and the mixture is stirred at room temperature for 8 hours. To the reaction solution are added a saturated aqueous sodium bicarbonate solution and ethyl acetate, and the mixture is separated, and the organic layer is washed with a saturated brine, dried over magn... Starting materials: CCOC(=O)CCCBr, ClC(Cl)Cl, O=c1ccc(-c2c(-c3ccccc3)nn3ccccc23)n[nH]1. Product: CCOC(=O)CCCn1nc(-c2c(-c3ccccc3)nn3ccccc23)ccc1=O. As a reaction SMILES: [Br:23][CH2:24][CH2:25][CH2:26][C:27](=[O:28])[O:29][CH2:30][CH3:31].[CH:32]([Cl:33])([Cl:34])[Cl:35].[O:1]=[c:2]1[nH:3][n:4][c:5](-[c:8]2[c:9](-[c:17]3[cH:18][cH:19][cH:20][cH:21][cH:22]3)[n:10][n:11]3[c:12]2[cH:13][cH:14][cH:15][cH:16]3)[cH:6][cH:7]1>>[O:1]=[c:2]1[n:3]([CH2:24][CH2:25][CH2:26][C:27](=[O:28])[O:29][CH2:30][CH3:31])[n:4][c:5](-[c:8]2[c:9](-[c:17]3[cH:18][cH:19][cH:20][cH:21][cH:22]3)[n:10][n:11]3[c:12]2[cH:13][cH:14][cH:15][cH:16]3)[cH:6][cH:7]1. Starting materials: resultant precipitate, NC1=CC=C2C=CC=NC2=C1 (7-aminoquinoline), O=C1C2=CC=CC=C2C=2C=CC(=CC12)C(=O)O (9-oxo-9H-fluorene-2-carboxylic acid), Cl.CN(CCCN=C=NCC)C ((3-dimethylamino-propyl)-ethyl-carbodiimide hydrochloride). Reagents/catalysts: CN(C1=CC=NC=C1)C (4-dimethylaminopyridine). Solvent: C(Cl)Cl (DCM). Yields the product N1=CC=CC2=CC=C(C=C12)NC(=O)C1=CC=2C(C3=CC=CC=C3C2C=C1)=O (9-Oxo-9H-fluorene-2-carboxylic acid quinolin-7-yl amide). As a reaction SMILES: [NH2:1][C:2]1[CH:11]=[C:10]2[C:5]([CH:6]=[CH:7][CH:8]=[N:9]2)=[CH:4][CH:3]=1.[O:12]=[C:13]1[C:25]2[CH:24]=[C:23]([C:26](O)=[O:27])[CH:22]=[CH:21][C:20]=2[C:19]2[C:14]1=[CH:15][CH:16]=[CH:17][CH:18]=2.Cl.CN(C)CCCN=C=NCC>C(Cl)Cl.CN(C)C1C=CN=CC=1>[N:9]1[C:10]2[C:5](=[CH:4][CH:3]=[C:2]([NH:1][C:26]([C:23]3[CH:22]=[CH:21][C:20]4[C:19]5[C:14](=[CH:15][CH:16]=[CH:17][CH:18]=5)[C:13](=[O:12])[C:25]=4[CH:24]=3)=[O:27])[CH:11]=2)[CH:6]=[CH:7][CH:8]=1 |f:2.3|. Reported procedure: To a solution of 7-aminoquinoline (D55) (35 mg, 0.24 mmol) in DCM (3 ml) was added 9-oxo-9H-fluorene-2-carboxylic acid (60 mg, 0.27 mmol), (3-dimethylamino-propyl)-ethyl-carbodiimide hydrochloride (68 mg, 0.36 mmol) and 4-dimethylaminopyridine (5 mg, 0.04 mmol) and the reaction stirred at room temperature then at reflux until complete by tlc. After cooling to room temperature the resultant precipitate was filtered off to give the title compound as an off-white solid. MS(ES): MH+ 351, M-H+ 349